This data is from the Open Reaction Database (ORD), a public repository of structured organic reaction records. The task is: describe an organic reaction: reactants, conditions, products, and yield The reactants are ice water, BrC=1C(=CC(=NC1)NC(OC(C)(C)C)=O)C=1SCC(N1)(C(F)(F)F)O (tert-butyl 5-bromo-4-(4-hydroxy-4-(trifluoromethyl)-4,5-dihydrothiazol-2-yl)pyridin-2-ylcarbamate), BrC=1C(=CC(=NC1)NC(OC(C)(C)C)=O)C=1SCC(N1)(C(F)(F)F)O (tert-butyl 5-bromo-4-(4-hydroxy-4-(trifluoromethyl)-4,5-dihydrothiazol-2-yl)pyridin-2-ylcarbamate), FC(C(=O)OC(C(F)(F)F)=O)(F)F (trifluoroacetic anhydride), N1=C(C=CC=C1C)C (2,6-lutidine). Run in C(OC)COC (dimethoxyethane). Yields the product BrC=1C(=CC(=NC1)NC(OC(C)(C)C)=O)C=1SC=C(N1)C(F)(F)F (tert-butyl 5-bromo-4-(4-(trifluoromethyl)thiazol-2-yl)pyridin-2-ylcarbamate). Isolated yield 90.2%. RXN SMILES: [Br:1][C:2]1[C:3]([C:16]2[S:17][CH2:18][C:19](O)([C:21]([F:24])([F:23])[F:22])[N:20]=2)=[CH:4][C:5]([NH:8][C:9](=[O:15])[O:10][C:11]([CH3:14])([CH3:13])[CH3:12])=[N:6][CH:7]=1.FC(F)(F)C(OC(=O)C(F)(F)F)=O.N1C(C)=CC=CC=1C>C(COC)OC>[Br:1][C:2]1[C:3]([C:16]2[S:17][CH:18]=[C:19]([C:21]([F:24])([F:23])[F:22])[N:20]=2)=[CH:4][C:5]([NH:8][C:9](=[O:15])[O:10][C:11]([CH3:14])([CH3:13])[CH3:12])=[N:6][CH:7]=1. Procedure: To a 2 L round bottom flask was charged tert-butyl 5-bromo-4-(4-hydroxy-4-(trifluoromethyl)-4,5-dihydrothiazol-2-yl)pyridin-2-ylcarbamate (Intermediate 86, 56.8 g, 128 mmol) and dimethoxyethane (800 mL). The reaction mixture was chilled in an ice-water bath, then trifluoroacetic anhydride (69 mL, 514 mmol) and 2,6-lutidine (133 mL, 1.15 mol) were added simultaneously over 1 h. An orange/yellow solution which resulted was allowed to stir in the ice-water bath for 30 min, then the solution was war... The reactants are C(C)(C)(C)OC(NC1=CC(=CC=C1)OC1=C(C(=CC(=C1)F)NC1=C(C=C(C=C1)I)F)N)=O (tert-butyl(3-{2-amino-5-fluoro-3-[(2-fluoro-4-iodophenyl)amino]phenoxy}phenyl)carbamate), C1(CC1)S(=O)(=O)Cl (cyclopropyl sulfonyl chloride). Run in N1=CC=CC=C1 (pyridine), C1(=CC=CC=C1)C (toluene). Reaction conditions: time 16 hour. Yields the product C(C)(C)(C)OC(NC1=CC(=CC=C1)OC1=C(C(=CC(=C1)F)NC1=C(C=C(C=C1)I)F)NS(=O)(=O)C1CC1)=O (tert-butyl(3-{2-[(cyclopropylsulfonyl)amino]-5-fluoro-3-[(2-fluoro-4-iodophenyl)amino]phenoxy}phenyl)carbamate). The yield is 67.0%. RXN SMILES: [C:1]([O:5][C:6](=[O:32])[NH:7][C:8]1[CH:13]=[CH:12][CH:11]=[C:10]([O:14][C:15]2[CH:20]=[C:19]([F:21])[CH:18]=[C:17]([NH:22][C:23]3[CH:28]=[CH:27][C:26]([I:29])=[CH:25][C:24]=3[F:30])[C:16]=2[NH2:31])[CH:9]=1)([CH3:4])([CH3:3])[CH3:2].[CH:33]1([S:36](Cl)(=[O:38])=[O:37])[CH2:35][CH2:34]1>N1C=CC=CC=1.C1(C)C=CC=CC=1>[C:1]([O:5][C:6](=[O:32])[NH:7][C:8]1[CH:13]=[CH:12][CH:11]=[C:10]([O:14][C:15]2[CH:20]=[C:19]([F:21])[CH:18]=[C:17]([NH:22][C:23]3[CH:28]=[CH:27][C:26]([I:29])=[CH:25][C:24]=3[F:30])[C:16]=2[NH:31][S:36]([CH:33]2[CH2:35][CH2:34]2)(=[O:38])=[O:37])[CH:9]=1)([CH3:4])([CH3:2])[CH3:3]. Procedure details: 1.5 g of crude tert-butyl(3-{2-amino-5-fluoro-3-[(2-fluoro-4-iodophenyl)amino]phenoxy}phenyl)carbamate (2.7 mmol, 1 eq.) were dissolved in 10 mL pyridine and 457 mg cyclopropyl sulfonyl chloride (3.3 mmol, 1.2 eq.) and stirring was continued at that temperature for 16 h. The reaction mixture was diluted with toluene and concentrated in vacuo. The residue was partitioned between DCM and water, the aqueous layer was reextracted with DCM. The combined organic layers were dried, filtered and concent... The reactants are BrCc1ccccc1, CCc1cc(Br)cc(C)c1O, O=C([O-])[O-], CN(C)C=O, [K+], [K+], O. Yields the product CCc1cc(Br)cc(C)c1OCc1ccccc1. As a reaction SMILES: [Br:12][CH2:13][c:14]1[cH:15][cH:16][cH:17][cH:18][cH:19]1.[Br:1][c:2]1[cH:3][c:4]([CH2:10][CH3:11])[c:5]([OH:9])[c:6]([CH3:8])[cH:7]1.[C:25](=[O:26])([O-:27])[O-:28].[CH3:20][N:21]([CH3:22])[CH:23]=[O:24].[K+:29].[K+:30].[OH2:31]>>[Br:1][c:2]1[cH:3][c:4]([CH2:10][CH3:11])[c:5]([O:9][CH2:13][c:14]2[cH:15][cH:16][cH:17][cH:18][cH:19]2)[c:6]([CH3:8])[cH:7]1. Starting materials: O=C([O-])[O-], ClCc1cncc2ccccc12, Cl, [Cs+], [Cs+], O=C(O)c1ccc(F)c(O)c1, C1COCCO1, O. Yields the product Cl, O=C(O)c1ccc(F)c(OCc2cncc3ccccc23)c1. RXN SMILES: [C:12](=[O:13])([O-:14])[O-:15].[Cl:18][CH2:19][c:20]1[cH:21][n:22][cH:23][c:24]2[cH:25][cH:26][cH:27][cH:28][c:29]12.[ClH:30].[Cs+:16].[Cs+:17].[F:1][c:2]1[c:3]([OH:11])[cH:4][c:5]([C:6](=[O:7])[OH:8])[cH:9][cH:10]1.[O:31]1[CH2:32][CH2:33][O:34][CH2:35][CH2:36]1.[OH2:37]>>[ClH:18].[F:1][c:2]1[c:3]([O:11][CH2:19][c:20]2[cH:21][n:22][cH:23][c:24]3[cH:25][cH:26][cH:27][cH:28][c:29]23)[cH:4][c:5]([C:6](=[O:7])[OH:8])[cH:9][cH:10]1. Starting materials: FC=1C=C(C=CC1)C=1SC=CC1 (2-(3-Fluorophenyl)thiophene), BrC=1C=CC(=C(C(=O)O)C1)C (5-bromo-2-methylbenzoic acid). Product: BrC=1C=CC(=C(C1)CC=1SC(=CC1)C1=CC(=CC=C1)F)C (5-Bromo-1-(5-(3-fluorophenyl)-2-thienylmethyl)-2-methylbenzene). As a reaction SMILES: [F:1][C:2]1[CH:3]=[C:4]([C:8]2[S:9][CH:10]=[CH:11][CH:12]=2)[CH:5]=[CH:6][CH:7]=1.[Br:13][C:14]1[CH:15]=[CH:16][C:17]([CH3:23])=[C:18]([CH:22]=1)[C:19](O)=O>>[Br:13][C:14]1[CH:15]=[CH:16][C:17]([CH3:23])=[C:18]([CH2:19][C:10]2[S:9][C:8]([C:4]3[CH:5]=[CH:6][CH:7]=[C:2]([F:1])[CH:3]=3)=[CH:12][CH:11]=2)[CH:22]=1. Reported procedure: 2-(3-Fluorophenyl)thiophene obtained in Reference Example 75-(1) and 5-bromo-2-methylbenzoic acid obtained in Reference Example 4-(1) were treated in a manner similar to Reference Example 5 to give the target compound. The reactants are NC1=C(C=CC(=C1)OC)C1CC2=C(CCC1)C=C(C=C2)O (6-(2-amino-4-methoxyphenyl)-6,7,8,9-tetrahydro-5H-benzocyclohepten-2-ol), [Si](C)(C)(C(C)(C)C)OC=1C=CC2=C(CCCC(C2)C2=C(C=C(C=C2)OC)N)C1 (2-[2-(tert-butyldimethylsilyloxy)-6,7,8,9-tetrahydro-5H-benzocyclohepten-6-yl]-5-methoxyphenylamine). The product is [Si](C)(C)(C(C)(C)C)OC=1C=CC2=C(CCCC(C2)C2=C(C=C(C=C2)OC)CCN)C1 ({2-[2-(tert-Butyldimethylsilyloxy)-6,7,8,9-tetrahydro-5H-benzocyclohepten-6-yl]-5-methoxyphenyl}ethylamine). Reaction SMILES: [NH2:1][C:2]1C=C(OC)C=C[C:3]=1C1CCCC2C=C(O)C=CC=2C1.[Si:22]([O:29][C:30]1[CH:31]=[CH:32][C:33]2[CH2:39][CH:38]([C:40]3[CH:45]=[CH:44][C:43]([O:46][CH3:47])=[CH:42][C:41]=3N)[CH2:37][CH2:36][CH2:35][C:34]=2[CH:49]=1)([C:25]([CH3:28])([CH3:27])[CH3:26])([CH3:24])[CH3:23]>>[Si:22]([O:29][C:30]1[CH:31]=[CH:32][C:33]2[CH2:39][CH:38]([C:40]3[CH:45]=[CH:44][C:43]([O:46][CH3:47])=[CH:42][C:41]=3[CH2:3][CH2:2][NH2:1])[CH2:37][CH2:36][CH2:35][C:34]=2[CH:49]=1)([C:25]([CH3:28])([CH3:26])[CH3:27])([CH3:23])[CH3:24]. Procedure details: Synthesized from 6-(2-amino-4-methoxyphenyl)-6,7,8,9-tetrahydro-5H-benzocyclohepten-2-ol according to an analogous synthetic method to Example 201 described below, 2-[2-(tert-butyldimethylsilyloxy)-6,7,8,9-tetrahydro-5H-benzocyclohepten-6-yl]-5-methoxyphenylamine (1.3 g) was used according to an analogous synthetic method to Example 36 to provide the title compound (1.1 g).